From a dataset of the Open Reaction Database (ORD), a public repository of structured organic reaction records. describe an organic reaction: reactants, conditions, products, and yield The reactants are NC=1SC=C(N1)/C(/C(=O)OCC)=N/OC (ethyl 2-(aminothiazol-4-yl)-Z-2-methoxyiminoacetate), P(=O)(OCC)(OCC)Cl (diethyl chlorophosphate). The solvent is N1=CC=CC=C1 (pyridine). Conditions: time 2 hour. Yields the product C(C)OP(=O)(OCC)NC=1SC=C(N1)/C(/C(=O)OCC)=N/OC ((Z)-2-[(Diethoxyphosphinyl)amino]-α-(methoxyimino)-4-thiazoleacetic Acid, Ethyl Ester). The yield is 75.3%. RXN SMILES: [NH2:1][C:2]1[S:3][CH:4]=[C:5](/[C:7](=[N:13]/[O:14][CH3:15])/[C:8]([O:10][CH2:11][CH3:12])=[O:9])[N:6]=1.[P:16](Cl)([O:21][CH2:22][CH3:23])([O:18][CH2:19][CH3:20])=[O:17]>N1C=CC=CC=1>[CH2:19]([O:18][P:16]([NH:1][C:2]1[S:3][CH:4]=[C:5](/[C:7](=[N:13]/[O:14][CH3:15])/[C:8]([O:10][CH2:11][CH3:12])=[O:9])[N:6]=1)([O:21][CH2:22][CH3:23])=[O:17])[CH3:20]. Procedure details: To a stirred solution of 4.6 g (0.02 mol) of ethyl 2-(aminothiazol-4-yl)-Z-2-methoxyiminoacetate in 40 ml pyridine at 10°-20° was added 9.0 ml (0.6 mol) diethyl chlorophosphate. The solution was stirred at room temperature for 2 hours. Pyridine was evaporated and the residue was codistilled with benzene and partitioned between water and methylene chloride. The methylene chloride layer was washed with excess 10% aqueous HCl, water, aqueous bicarbonate, saturated sodium chloride, and dried over so... The reactants are Cl.S1C(=CC2=C1C=CC=C2)C=2CCNCC2 (4-(benzothiophen-2-yl)-1,2,3,6-tetrahydropyridine hydrochloride), ClCC=1NC2=C(N1)C=CC=C2 (2-chloromethylbenzimidazole), N (NH3). Product: S1C(=CC2=C1C=CC=C2)C=2CCN(CC2)CC=2NC1=C(N2)C=CC=C1 (2-(4-[Benzothiophen-2-yl]-1,2,3,6-tetrahydropyridin-1-ylmethyl)benzimidazole). Reaction SMILES: Cl.[S:2]1[C:6]2[CH:7]=[CH:8][CH:9]=[CH:10][C:5]=2[CH:4]=[C:3]1[C:11]1[CH2:12][CH2:13][NH:14][CH2:15][CH:16]=1.Cl[CH2:18][C:19]1[NH:20][C:21]2[CH:27]=[CH:26][CH:25]=[CH:24][C:22]=2[N:23]=1.N>>[S:2]1[C:6]2[CH:7]=[CH:8][CH:9]=[CH:10][C:5]=2[CH:4]=[C:3]1[C:11]1[CH2:12][CH2:13][N:14]([CH2:18][C:19]2[NH:20][C:21]3[CH:27]=[CH:26][CH:25]=[CH:24][C:22]=3[N:23]=2)[CH2:15][CH:16]=1 |f:0.1|. Procedure: The title compound was prepared in a analogous manner to Example 1 using 4-(benzothiophen-2-yl)-1,2,3,6-tetrahydropyridine hydrochloride and 2-chloromethylbenzimidazole, m.p. 241° C. (dec.); (Found: C, 72.44; H, 5.41; N, 11.83. C12H19N3S.0.1H2O requires C, 72.63; H, 5.57; N, 2.10%); δH (DMSO-d6) 2.62 (2H, br s, tetrahydropyridinyl CH2), 2.77 (2H, m, tetrahydropyridinyl CH2), 3.24 (2H, d, J 2.8 Hz, tetrahydropyridinyl CH2), 3.87 (2H, s, NCH2Ar), 6.23 (1H, br s, CH=CR), 7.10-7.42 (1H, m, ArH), 7.4...